Task: describe an organic reaction: reactants, conditions, products, and yield. Dataset: the Open Reaction Database (ORD), a public repository of structured organic reaction records Starting materials: C1CCOC1, COc1ccc(CN(Cc2ccc(OC)cc2)c2nc(C)nc(-c3cccnc3Nc3ccc(N)nc3)n2)cc1, CC(C)N=C=O. Product: COc1ccc(CN(Cc2ccc(OC)cc2)c2nc(C)nc(-c3cccnc3Nc3ccc(NC(=O)NC(C)C)nc3)n2)cc1. Reaction SMILES: [CH2:47]1[O:48][CH2:49][CH2:50][CH2:51]1.[CH3:1][O:2][c:3]1[cH:4][cH:5][c:6]([CH2:7][N:8]([c:9]2[n:10][c:11](-[c:16]3[c:17]([NH:22][c:23]4[cH:24][cH:25][c:26]([NH2:29])[n:27][cH:28]4)[n:18][cH:19][cH:20][cH:21]3)[n:12][c:13]([CH3:15])[n:14]2)[CH2:30][c:31]2[cH:32][cH:33][c:34]([O:37][CH3:38])[cH:35][cH:36]2)[cH:39][cH:40]1.[N:41](=[C:42]=[O:43])[CH:44]([CH3:45])[CH3:46]>>[CH3:1][O:2][c:3]1[cH:4][cH:5][c:6]([CH2:7][N:8]([c:9]2[n:10][c:11](-[c:16]3[c:17]([NH:22][c:23]4[cH:24][cH:25][c:26]([NH:29][C:42]([NH:41][CH:44]([CH3:45])[CH3:46])=[O:43])[n:27][cH:28]4)[n:18][cH:19][cH:20][cH:21]3)[n:12][c:13]([CH3:15])[n:14]2)[CH2:30][c:31]2[cH:32][cH:33][c:34]([O:37][CH3:38])[cH:35][cH:36]2)[cH:39][cH:40]1.